From a dataset of the Open Reaction Database (ORD), a public repository of structured organic reaction records. describe an organic reaction: reactants, conditions, products, and yield Reactants: C1=CC(=C(C(=C1)OO)C(=O)O)C(=O)O (Monoperoxyphthalic acid), magnesium salt hexahydrate, C(C)C1=CC(=C2C(=N1)CCSC2)OCC2=CC=C(C=C2)C2=C(C=CC=C2)C=2N=NN(N2)C(C2=CC=CC=C2)(C2=CC=CC=C2)C2=CC=CC=C2 (7,8-dihydro-2-ethyl-4-[(2'-(2-triphenylmethyl-2H-tetrazol-5-yl)biphenyl-4-yl)methoxy]-5H-thiopyrano[4,3-b]pyridine), O (water), C1=CC(=C(C(=C1)OO)C(=O)O)C(=O)O (monoperoxyphthalic acid), magnesium salt hexahydrate, O (water). Reagents/catalysts: [Cl-].C(C1=CC=CC=C1)[N+](CC)(CC)CC (benzyltriethylammonium chloride). The solvent is ClCCl (dichloromethane), ClCCl (dichloromethane). Run at time 4 hour. The product is C(C)C1=CC(=C2C(=N1)CCS(C2)(=O)=O)OCC2=CC=C(C=C2)C2=C(C=CC=C2)C=2N=NN(N2)C(C2=CC=CC=C2)(C2=CC=CC=C2)C2=CC=CC=C2 (7,8-dihydro-2-ethyl-4-[(2'-(2-triphenylmethyl-2H-tetrazol-5-yl)biphenyl-4-yl)methoxy]-5H-thiopyrano[4,3-b]pyridine S,S-dioxide). RXN SMILES: C1C=C([O:7]O)C(C(O)=O)=C(C(O)=O)C=1.[CH2:15]([C:17]1[N:22]=[C:21]2[CH2:23][CH2:24][S:25][CH2:26][C:20]2=[C:19]([O:27][CH2:28][C:29]2[CH:34]=[CH:33][C:32]([C:35]3[CH:40]=[CH:39][CH:38]=[CH:37][C:36]=3[C:41]3[N:42]=[N:43][N:44]([C:46]([C:59]4[CH:64]=[CH:63][CH:62]=[CH:61][CH:60]=4)([C:53]4[CH:58]=[CH:57][CH:56]=[CH:55][CH:54]=4)[C:47]4[CH:52]=[CH:51][CH:50]=[CH:49][CH:48]=4)[N:45]=3)=[CH:31][CH:30]=2)[CH:18]=1)[CH3:16].[OH2:65]>[Cl-].C([N+](CC)(CC)CC)C1C=CC=CC=1.ClCCl>[CH2:15]([C:17]1[N:22]=[C:21]2[CH2:23][CH2:24][S:25](=[O:7])(=[O:65])[CH2:26][C:20]2=[C:19]([O:27][CH2:28][C:29]2[CH:30]=[CH:31][C:32]([C:35]3[CH:40]=[CH:39][CH:38]=[CH:37][C:36]=3[C:41]3[N:42]=[N:43][N:44]([C:46]([C:53]4[CH:54]=[CH:55][CH:56]=[CH:57][CH:58]=4)([C:47]4[CH:48]=[CH:49][CH:50]=[CH:51][CH:52]=4)[C:59]4[CH:64]=[CH:63][CH:62]=[CH:61][CH:60]=4)[N:45]=3)=[CH:33][CH:34]=2)[CH:18]=1)[CH3:16] |f:3.4|. Reported procedure: Monoperoxyphthalic acid, magnesium salt hexahydrate (1.38 g) was added to a mixture of 7,8-dihydro-2-ethyl-4-[(2'-(2-triphenylmethyl-2H-tetrazol-5-yl)biphenyl-4-yl)methoxy]-5H-thiopyrano[4,3-b]pyridine (1.5 g) and benzyltriethylammonium chloride (0.3 g) in dichloromethane (50 ml) and water (20 ml). The mixture was stirred for 4 hours and then a further quantity of monoperoxyphthalic acid, magnesium salt hexahydrate (138 mg) was added. Stirring was continued for 1 hour and then the mixture was di... Starting materials: C(C)(=O)OCC (Ethyl acetate), [H-].[Na+] (sodium hydride), BrC=1C=C(C=C2C=CC(=NC12)Cl)C (8-bromo-2-chloro-6-methyl-quinoline), FC(CO)(F)F (2,2,2-trifluorethanol). Run in CCCCCC.C(C)(=O)OCC (hexane ethyl acetate), O (water), O1CCCC1 (tetrahydrofuran). The product is BrC=1C=C(C=C2C=CC(=NC12)OCC(F)(F)F)C (8-bromo-6-methyl-2-(2,2,2-trifluoroethoxy) quinoline). Isolated yield 88.6%. RXN SMILES: [H-].[Na+].[F:3][C:4]([F:8])([F:7])[CH2:5][OH:6].[Br:9][C:10]1[CH:11]=[C:12]([CH3:21])[CH:13]=[C:14]2[C:19]=1[N:18]=[C:17](Cl)[CH:16]=[CH:15]2.C(OCC)(=O)C>O1CCCC1.CCCCCC.C(OCC)(=O)C.O>[Br:9][C:10]1[CH:11]=[C:12]([CH3:21])[CH:13]=[C:14]2[C:19]=1[N:18]=[C:17]([O:6][CH2:5][C:4]([F:8])([F:7])[F:3])[CH:16]=[CH:15]2 |f:0.1,6.7|. Procedure: To 0.8 g of 60% sodium hydride (oil dispersion) stirring in 20 ml of tetrahydrofuran at room temperature, 2.5 ml (34.3 mmol) of 2,2,2-trifluorethanol was added dropwise. An exotherm occurred and to the resulting solution 1.7 g (6.7 mmol) of 8-bromo-2-chloro-6-methyl-quinoline was added followed by heating at reflux for 7 h. Ethyl acetate (200 ml) and excess water was added and the organic layer separated and washed with water and brine, dried over magnesium sulfate, and evaporated in vacuo to gi... Reaction conditions: temperature 5 celsius. Yield: 66.0%. Procedure: Crude ethyl 1-(4-fluorophenyl)-1,3-dihydroisobenzofuran-5-carboxylat (30 g) is dissolved in EtOH (96%, 150 ml) and aqueous 2N NaOH (150 ml). The solution is refluxed for 1 hour. ½ of the volume is removed in vacuo. The aqueous phase is extracted with EtOAc (2×100 ml). The aqueous phase is made acidic (pH=1, conc. HCl) and after cooling to 5° C. the white crystals are filtered off. Yield 16 g. Overall yield is 66% starting from 5-ethoxycarbonylphthalide. Mp 187-190° C. Reaction SMILES: [F:1][C:2]1[CH:7]=[CH:6][C:5]([CH:8]2[C:16]3[C:11](=[CH:12][C:13]([C:17]([O:19]CC)=[O:18])=[CH:14][CH:15]=3)[CH2:10][O:9]2)=[CH:4][CH:3]=1.[OH-].[Na+]>CCO>[F:1][C:2]1[CH:3]=[CH:4][C:5]([CH:8]2[C:16]3[C:11](=[CH:12][C:13]([C:17]([OH:19])=[O:18])=[CH:14][CH:15]=3)[CH2:10][O:9]2)=[CH:6][CH:7]=1 |f:1.2|. The reactants are FC1=CC=C(C=C1)C1OCC2=CC(=CC=C12)C(=O)OCC (ethyl 1-(4-fluorophenyl)-1,3-dihydroisobenzofuran-5-carboxylat), [OH-].[Na+] (NaOH). Product: FC1=CC=C(C=C1)C1OCC2=CC(=CC=C12)C(=O)O (1-(4-fluorophenyl)-1,3-dihydroisobenzofuran-5-carboxylic acid). Solvent: CCO (EtOH). Reactants: C1(=CC=CC=C1)C(C)C (cumene), [Na] (sodium), C(C)(C)(C1=CC=CC=C1)O (cumyl alcohol), C1(=CC=CC=C1)CCC(C)(C)C1=CC=CC=C1 (1,3-diphenyl-3-methylbutane), C=CC1=CC=CC=C1 (styrene), C1(=CC=CC=C1)C(C)C (cumene), [Na] (sodium). Run in O (water), CO (methanol), O (water), O (water). Reaction conditions: temperature 135 celsius, time 2 hour. The product is C1(=CC=CC=C1)CCC(CC(C)(C)C1=CC=CC=C1)C1=CC=CC=C1 (1,3,5-triphenyl-5-methylhexane). Reaction SMILES: C1(C(C)C)C=CC=CC=1.[Na].C(O)(C1C=CC=CC=1)(C)C.[CH2:21]=[CH:22][C:23]1[CH:28]=[CH:27][CH:26]=[CH:25][CH:24]=1.[C:29]1([CH2:35][CH2:36][C:37]([C:40]2[CH:45]=[CH:44][CH:43]=[CH:42][CH:41]=2)([CH3:39])[CH3:38])[CH:34]=[CH:33][CH:32]=[CH:31][CH:30]=1>CO.O>[C:23]1([CH2:22][CH2:21][CH:35]([C:29]2[CH:34]=[CH:33][CH:32]=[CH:31][CH:30]=2)[CH2:36][C:37]([C:40]2[CH:41]=[CH:42][CH:43]=[CH:44][CH:45]=2)([CH3:39])[CH3:38])[CH:28]=[CH:27][CH:26]=[CH:25][CH:24]=1 |^1:9|. Procedure: A one-liter glass flask equipped with a stirrer, a dropping funnel with a gas introduction conduit, a reflux with a calcium chloride tube, and a thermometer was charged with 240 grams (2.0 moles) of commercially available cumene saturated with water, 4.0 grams (0.17 mole) of metallic sodium, and 2.7 grams (0.02 mole) of cumyl alcohol while introducing argon gas through the gas introduction conduit, and the resulting mixture was heated to 135° C. A mixture of 69 grams (0.66 mole) of commercially ... The reactants are C1CCNC1, N#CC1(c2ccccc2)CCC(=O)CC1. The product is N#CC1(c2ccccc2)CC=C(N2CCCC2)CC1. As a reaction SMILES: [CH2:16]1[CH2:17][CH2:18][NH:19][CH2:20]1.[c:1]1([C:7]2([C:14]#[N:15])[CH2:8][CH2:9][C:10](=[O:13])[CH2:11][CH2:12]2)[cH:2][cH:3][cH:4][cH:5][cH:6]1>>[c:1]1([C:7]2([C:14]#[N:15])[CH2:8][CH:9]=[C:10]([N:19]3[CH2:18][CH2:17][CH2:16][CH2:20]3)[CH2:11][CH2:12]2)[cH:2][cH:3][cH:4][cH:5][cH:6]1.